From a dataset of the Open Reaction Database (ORD), a public repository of structured organic reaction records. describe an organic reaction: reactants, conditions, products, and yield The reactants are C(C)(=O)NC=1SC=C(N1)CCl (2-Acetylamino-4-chloromethylthiazole), N1CCC(CC1)C1=CNC2=CC=CC=C12 (3-(4-piperidyl)indole), C(O)([O-])=O.[Na+] (sodium hydrogen carbonate). Solvent: CN(C=O)C (N,N-dimethylformamide), O1CCCC1 (tetrahydrofuran). Product: C(C)(=O)NC=1SC=C(N1)CN1CCC(CC1)C1=CNC2=CC=CC=C12 (2-acetylamino-4-[4-(3-indolyl)piperidinomethyl]thiazole). Yield: 30.5%. RXN SMILES: [C:1]([NH:4][C:5]1[S:6][CH:7]=[C:8]([CH2:10]Cl)[N:9]=1)(=[O:3])[CH3:2].[NH:12]1[CH2:17][CH2:16][CH:15]([C:18]2[C:26]3[C:21](=[CH:22][CH:23]=[CH:24][CH:25]=3)[NH:20][CH:19]=2)[CH2:14][CH2:13]1.C(=O)([O-])O.[Na+]>CN(C)C=O.O1CCCC1>[C:1]([NH:4][C:5]1[S:6][CH:7]=[C:8]([CH2:10][N:12]2[CH2:17][CH2:16][CH:15]([C:18]3[C:26]4[C:21](=[CH:22][CH:23]=[CH:24][CH:25]=4)[NH:20][CH:19]=3)[CH2:14][CH2:13]2)[N:9]=1)(=[O:3])[CH3:2] |f:2.3|. Procedure details: 2-Acetylamino-4-chloromethylthiazole (480 mg), 3-(4-piperidyl)indole (500 mg) and sodium hydrogen carbonate (310 mg) was refluxed in a mixture of N,N-dimethylformamide (5 ml) and tetrahydrofuran (7 ml) for 1 hour and 40 minutes. After the reaction mixture cooled to ambient temperature, it was concentrated under reduced pressure. After addition of water (50 ml), the residue was extracted with ethyl acetate (50 ml) twice. The extract was washed with a saturated aqueous solution of sodium chloride,... Product: CCOC(=O)C(C)c1ccc(O)c(NC(C)=O)c1. Reaction SMILES: [CH3:16][C:17](=[O:18])[O:19][C:20](=[O:21])[CH3:22].[NH2:1][c:2]1[cH:3][c:4]([CH:9]([C:10](=[O:11])[O:12][CH2:13][CH3:14])[CH3:15])[cH:5][cH:6][c:7]1[OH:8].[OH2:23].[cH:24]1[cH:25][cH:26][n:27][cH:28][cH:29]1>>[NH:1]([c:2]1[cH:3][c:4]([CH:9]([C:10](=[O:11])[O:12][CH2:13][CH3:14])[CH3:15])[cH:5][cH:6][c:7]1[OH:8])[C:17]([CH3:16])=[O:18]. Starting materials: CC(=O)OC(C)=O, CCOC(=O)C(C)c1ccc(O)c(N)c1, O, c1ccncc1.